This data is from the Open Reaction Database (ORD), a public repository of structured organic reaction records. The task is: describe an organic reaction: reactants, conditions, products, and yield Reactants: N[C@@H](COC1=C2C(=NC=NC2=CC=C1)NC1=CC(=C(C=C1)OCC1=NC=CC=C1)Cl)C (5-{[(2R)-2-aminopropyl]oxy}-N-[3-chloro-4-(pyridin-2-ylmethoxy)phenyl]quinazolin-4-amine), O[C@@H]1C(=O)OCC1 ((S)-(−)-α-hydroxy-γ-butyrolactone). Product: ClC=1C=C(C=CC1OCC1=NC=CC=C1)NC1=NC=NC2=CC=CC(=C12)OC[C@@H](C)NC([C@H](CCO)O)=O ((2S)-N-{(1R)-2-[(4-{[3-Chloro-4-(pyridin-2-ylmethoxy)phenyl]amino}quinazolin-5-yl)oxy]-1-methylethyl}-2,4-dihydroxybutanamide). Isolated yield 79.0%. Reaction SMILES: [NH2:1][C@H:2]([CH3:31])[CH2:3][O:4][C:5]1[CH:14]=[CH:13][CH:12]=[C:11]2[C:6]=1[C:7]([NH:15][C:16]1[CH:21]=[CH:20][C:19]([O:22][CH2:23][C:24]3[CH:29]=[CH:28][CH:27]=[CH:26][N:25]=3)=[C:18]([Cl:30])[CH:17]=1)=[N:8][CH:9]=[N:10]2.[OH:32][C@H:33]1[CH2:38][CH2:37][O:36][C:34]1=[O:35]>>[Cl:30][C:18]1[CH:17]=[C:16]([NH:15][C:7]2[C:6]3[C:11](=[CH:12][CH:13]=[CH:14][C:5]=3[O:4][CH2:3][C@H:2]([NH:1][C:34](=[O:35])[C@@H:33]([OH:32])[CH2:38][CH2:37][OH:36])[CH3:31])[N:10]=[CH:9][N:8]=2)[CH:21]=[CH:20][C:19]=1[O:22][CH2:23][C:24]1[CH:29]=[CH:28][CH:27]=[CH:26][N:25]=1. Procedure details: The procedure described in Example 63 was repeated using 5-{[(2R)-2-aminopropyl]oxy}-N-[3-chloro-4-(pyridin-2-ylmethoxy)phenyl]quinazolin-4-amine (obtained as described in Example 2.4, preparation of starting materials) and (S)-(−)-α-hydroxy-γ-butyrolactone to give the title compound in 79% yield; NMR spectrum (DMSO-d6 400 MHz) 1.24 (d, 3H), 1.30-1.41 (m, 1H), 1.63-1.74 (m, 1H), 3.32-3.46 (m, 2H), 3.91-3.98 (m, 1H), 4.24 (dd, 1H), 4.31 (t, 1H), 4.38 (t, 1H), 4.47-4.57 (m, 1H), 5.30 (s, 2H), 5.43... The reagents and catalysts are [Cl-].[Zn+2].[Cl-] (zinc chloride). Solvent: CC(C)O (propan-2-ol). Run at temperature 50 celsius, time 3 hour. Procedure details: A mixture of 3-bromo-2-hydroxy-5-methyl-cyclohex-1-enecarboxylic acid diethylamide (47) (4.0 g, 14 mmol) and (2-benzyloxy-ethyl)-phenyl-amine (21; prepared according to Example 3(c)) (6.3 g, 28 mmol) was stirred under N2 at 50° C. for 3 h and the reaction turned brown. The resulting mixture was dissolved in propan-2-ol (14 mL) and dry zinc chloride (5.72 g, 42 mmol) was added. The mixture was heated to reflux under N2 for 16 h and then concentrated in vacuo. The residue was dissolved in ethyl ac... Yields the product C(C)N(C(=O)C1CC(CC=2N(C3=CC=CC=C3C12)CCOCC1=CC=CC=C1)C)CC (9-(2-Benzyloxy-ethyl)-2-methyl-2,3,4,9-tetrahydro-1H-carbazole-4-carboxylic acid diethylamide). As a reaction SMILES: [CH2:1]([N:3]([CH2:15][CH3:16])[C:4]([C:6]1[CH2:11][CH:10]([CH3:12])[CH2:9][CH:8](Br)[C:7]=1O)=[O:5])[CH3:2].[CH2:17]([O:24][CH2:25][CH2:26][NH:27][C:28]1[CH:33]=[CH:32][CH:31]=[CH:30][CH:29]=1)[C:18]1[CH:23]=[CH:22][CH:21]=[CH:20][CH:19]=1>CC(O)C.[Cl-].[Zn+2].[Cl-]>[CH2:1]([N:3]([CH2:15][CH3:16])[C:4]([CH:6]1[C:7]2[C:33]3[C:28](=[CH:29][CH:30]=[CH:31][CH:32]=3)[N:27]([CH2:26][CH2:25][O:24][CH2:17][C:18]3[CH:23]=[CH:22][CH:21]=[CH:20][CH:19]=3)[C:8]=2[CH2:9][CH:10]([CH3:12])[CH2:11]1)=[O:5])[CH3:2] |f:3.4.5|. Starting materials: C(C)N(C(=O)C1=C(C(CC(C1)C)Br)O)CC (3-Bromo-2-hydroxy-5-methyl-cyclohex-1-enecarboxylic acid diethylamide), C(C1=CC=CC=C1)OCCNC1=CC=CC=C1 ((2-Benzyloxy-ethyl)-phenyl-amine). Yield: 8.0%.